This data is from the Open Reaction Database (ORD), a public repository of structured organic reaction records. The task is: describe an organic reaction: reactants, conditions, products, and yield Reactants: C(CCC)N1C(C=C(C=C1)O)=O (1-Butyl-4-hydroxy-1H-pyridin-2-one), BrC1=CC(N(C=C1)CC1CC1)=O (4-Bromo-1-cyclopropylmethyl-1H-pyridin-2-one). The product is BrC1=CC(N(C=C1)CCCC)=O (4-Bromo-1-butyl-1H-pyridin-2-one). RXN SMILES: C(N1C=CC(O)=CC1=O)CCC.[Br:13][C:14]1[CH:19]=[CH:18][N:17]([CH2:20][CH:21]2[CH2:23][CH2:22]2)[C:16](=[O:24])[CH:15]=1>>[Br:13][C:14]1[CH:19]=[CH:18][N:17]([CH2:20][CH2:21][CH2:22][CH3:23])[C:16](=[O:24])[CH:15]=1. Procedure: Intermediate D7 was prepared from intermediate D5 following the same procedure implemented for the synthesis of D3.